Dataset: the Open Reaction Database (ORD), a public repository of structured organic reaction records. Task: describe an organic reaction: reactants, conditions, products, and yield Reactants: CC1(C)C(=O)N(c2ccc(C#N)c(C(F)(F)F)c2)C(=O)N1Cc1ccccc1Br, Cl, COC(=O)C(Cc1ccc(N)cc1)C(=O)OC. Product: COC(=O)C(Cc1ccc(Nc2ccccc2CN2C(=O)N(c3ccc(C#N)c(C(F)(F)F)c3)C(=O)C2(C)C)cc1)C(=O)OC. RXN SMILES: [Br:19][c:20]1[c:21]([CH2:22][N:23]2[C:24](=[O:43])[N:25]([c:31]3[cH:32][c:33]([C:39]([F:40])([F:41])[F:42])[c:34]([C:35]#[N:36])[cH:37][cH:38]3)[C:26](=[O:30])[C:27]2([CH3:28])[CH3:29])[cH:44][cH:45][cH:46][cH:47]1.[ClH:1].[NH2:2][c:3]1[cH:4][cH:5][c:6]([CH2:7][CH:8]([C:9](=[O:10])[O:11][CH3:12])[C:13](=[O:14])[O:15][CH3:16])[cH:17][cH:18]1>>[NH:2]([c:3]1[cH:4][cH:5][c:6]([CH2:7][CH:8]([C:9](=[O:10])[O:11][CH3:12])[C:13](=[O:14])[O:15][CH3:16])[cH:17][cH:18]1)[c:20]1[c:21]([CH2:22][N:23]2[C:24](=[O:43])[N:25]([c:31]3[cH:32][c:33]([C:39]([F:40])([F:41])[F:42])[c:34]([C:35]#[N:36])[cH:37][cH:38]3)[C:26](=[O:30])[C:27]2([CH3:28])[CH3:29])[cH:44][cH:45][cH:46][cH:47]1. The reactants are CC(C)(C)ON, NOCc1ccccc1, COc1ccc(S(=O)(=O)N(Cc2cccnc2)C(C(=O)O)C(C)C)cc1, Cl, Cl, Cl. The product is COc1ccc(S(=O)(=O)N(Cc2cccnc2)C(C(=O)NOCc2ccccc2)C(C)C)cc1. Reaction SMILES: [C:39]([O:40][NH2:41])([CH3:42])([CH3:43])[CH3:44].[CH2:29]([c:30]1[cH:31][cH:32][cH:33][cH:34][cH:35]1)[O:36][NH2:37].[CH3:2][O:3][c:4]1[cH:5][cH:6][c:7]([S:10](=[O:11])(=[O:12])[N:13]([CH:14]([C:15](=[O:16])[OH:17])[CH:18]([CH3:19])[CH3:20])[CH2:21][c:22]2[cH:23][n:24][cH:25][cH:26][cH:27]2)[cH:8][cH:9]1.[ClH:1].[ClH:28].[ClH:38]>>[CH3:2][O:3][c:4]1[cH:5][cH:6][c:7]([S:10](=[O:11])(=[O:12])[N:13]([CH:14]([C:15](=[O:16])[NH:37][O:36][CH2:29][c:30]2[cH:31][cH:32][cH:33][cH:34][cH:35]2)[CH:18]([CH3:19])[CH3:20])[CH2:21][c:22]2[cH:23][n:24][cH:25][cH:26][cH:27]2)[cH:8][cH:9]1. Yield: 92.0%. Conditions: time 1 hour. Starting materials: O.[OH-].[Li+] (Lithium hydroxide monohydrate), C(C)OC(CC1=CN=C2N1C=C(C=C2)CN(C)C)=O ((6-dimethylaminomethyl-imidazo[1,2-a]pyridin-3-yl)-acetic acid ethyl ester), C(=O)(N1C=NC=C1)N1C=NC=C1 (Carbonyldiimidazole), FC(C(=O)O)(F)F (trifluoroacetic acid). Procedure details: Lithium hydroxide monohydrate (55 mg, 1.31 mmol, 1.5 equiv) is added to a solution of (6-dimethylaminomethyl-imidazo[1,2-a]pyridin-3-yl)-acetic acid ethyl ester (240 mg, 0.87 mmol) in dioxane (10 ml) and water (10 ml). After 1 hour at room temperature, the reaction mixture is concentrated in vacuo. The residue is taken up in N,N-dimethylformamide (10 ml) and treated with trifluoroacetic acid (0.34 ml, 4.5 mmol, 4.5 equiv). Carbonyldiimidazole (167 mg, 0.98 mmol, 1.0 equiv) is added, and the mixt... Yields the product CN(C)CC=1C=CC=2N(C1)C(=CN2)CC(=O)N (2-(6-Dimethylaminomethyl-imidazo[1,2-a]pyridin-3-yl)-acetamide). Solvent: O1CCOCC1 (dioxane), O (water). As a reaction SMILES: O.[OH-].[Li+].C([O:6][C:7](=O)[CH2:8][C:9]1[N:13]2[CH:14]=[C:15]([CH2:18][N:19]([CH3:21])[CH3:20])[CH:16]=[CH:17][C:12]2=[N:11][CH:10]=1)C.FC(F)(F)C(O)=O.C(N1C=CN=C1)([N:32]1C=CN=C1)=O>O1CCOCC1.O>[CH3:20][N:19]([CH2:18][C:15]1[CH:16]=[CH:17][C:12]2[N:13]([C:9]([CH2:8][C:7]([NH2:32])=[O:6])=[CH:10][N:11]=2)[CH:14]=1)[CH3:21] |f:0.1.2|. The reactants are CC(=O)O (HOAc), C(C)=O (Acetaldehyde), NC=1C=C(CNC(OC(C)(C)C)=O)C=CC1 (tert-butyl 3-aminobenzylcarbamate), [BH3-]C#N.[Na+] (NaBH3CN). Solvent: CC#N.O (CH3CN H2O). Conditions: temperature 0 celsius, time 5 minute. Product: C(C)N(C=1C=C(CNC(OC(C)(C)C)=O)C=CC1)CC (tert-butyl 3-(diethylamino)benzylcarbamate). The yield is 77.0%. As a reaction SMILES: [CH:1](=O)[CH3:2].[NH2:4][C:5]1[CH:6]=[C:7]([CH:17]=[CH:18][CH:19]=1)[CH2:8][NH:9][C:10](=[O:16])[O:11][C:12]([CH3:15])([CH3:14])[CH3:13].[BH3-]C#N.[Na+].[CH3:24][C:25](O)=O>CC#N.O>[CH2:24]([N:4]([CH2:1][CH3:2])[C:5]1[CH:6]=[C:7]([CH:17]=[CH:18][CH:19]=1)[CH2:8][NH:9][C:10](=[O:16])[O:11][C:12]([CH3:15])([CH3:14])[CH3:13])[CH3:25] |f:2.3,5.6|. Procedure: Acetaldehyde (0.52 ml, 0.4 g, 9.08 mmol, 5 eq) was added to a stirred solution of tert-butyl 3-aminobenzylcarbamate (derived from 3-(aminomethyl)aniline (TCI America)) in 11 ml CH3CN/H2O (10:1) at 0° C. After 5 min NaBH3CN (0.3 g, 4.54 mmol, 2.5 eq) was added. The reaction was adjusted to pH {tilde over ( )} 7 with HOAc and stirred at 0° C. for 5 min. The ice-bath was removed and the reaction was stirred at room temperature for 45 min. The solvent was removed in vacuo. The residue was diluted wi... Reactants: N1=C(C=CC2=CC=CC=C12)COC=1C=C(C=CC1)O (3-(quinolin-2-yl)methyloxyphenol), BrCC1=C(OC(C(=O)OCC)C)C=CC=C1 (ethyl 2-(2-bromomethylphenoxy)propionate), 1--acetone, C(=O)([O-])[O-].[K+].[K+] (K2CO3). Run in 8, CN(C)C=O (DMF). Yields the product N1=C(C=CC2=CC=CC=C12)COC=1C=C(OCC2=C(OC(C(=O)OCC)C)C=CC=C2)C=CC1 (ethyl 2-(2-(3-((quinolin-2-yl)methyloxy)phenoxymethyl)phenoxy)propionate). RXN SMILES: [N:1]1[C:10]2[C:5](=[CH:6][CH:7]=[CH:8][CH:9]=2)[CH:4]=[CH:3][C:2]=1[CH2:11][O:12][C:13]1[CH:14]=[C:15]([OH:19])[CH:16]=[CH:17][CH:18]=1.Br[CH2:21][C:22]1[CH:35]=[CH:34][CH:33]=[CH:32][C:23]=1[O:24][CH:25]([CH3:31])[C:26]([O:28][CH2:29][CH3:30])=[O:27].C([O-])([O-])=O.[K+].[K+]>CN(C=O)C>[N:1]1[C:10]2[C:5](=[CH:6][CH:7]=[CH:8][CH:9]=2)[CH:4]=[CH:3][C:2]=1[CH2:11][O:12][C:13]1[CH:14]=[C:15]([CH:16]=[CH:17][CH:18]=1)[O:19][CH2:21][C:22]1[CH:35]=[CH:34][CH:33]=[CH:32][C:23]=1[O:24][CH:25]([CH3:31])[C:26]([O:28][CH2:29][CH3:30])=[O:27] |f:2.3.4|. Reported procedure: To a solution of (5.23 mmol) of 3-(quinolin-2-yl)methyloxyphenol and (5.23 mmol) of the bromide from step B in 90 ml of 8:1--acetone:DMF is added 1.52 g (10.97 mmol, 2.1 equiv) of K2CO3. The mixture is refluxed overnight, then partitioned between EtOAc and H2O. The organics are dried, filtered, and concentrated in vacuo. This is then purified by flash column chromatography to give ethyl 2-(2-(3-((quinolin-2-yl)methyloxy)phenoxymethyl)phenoxy)propionate which is used directly in the next step. Starting materials: [OH-].[K+] (potassium hydroxide), COC(C1=C(C(=CC(=C1)OC)OC)Cl)=O (2-chloro-3,5-dimethoxy-benzoic acid methyl ester). The solvent is CO (methanol). Reaction conditions: time 8 hour. The product is ClC1=C(C(=O)O)C=C(C=C1OC)OC (2-Chloro-3,5-dimethoxy-benzoic acid). Yield: 87.2%. As a reaction SMILES: C[O:2][C:3](=[O:15])[C:4]1[CH:9]=[C:8]([O:10][CH3:11])[CH:7]=[C:6]([O:12][CH3:13])[C:5]=1[Cl:14].[OH-].[K+]>CO>[Cl:14][C:5]1[C:6]([O:12][CH3:13])=[CH:7][C:8]([O:10][CH3:11])=[CH:9][C:4]=1[C:3]([OH:15])=[O:2] |f:1.2|. Procedure details: Into a solution of 12 g (52.0 mmol) of 2-chloro-3,5-dimethoxy-benzoic acid methyl ester (prepared according to the method of T. R. Kasturi and E. M. Abraham, Indian Journal of Chemistry, 1973; 11:1099-1104) in 40 mL of methanol was added 60 mL (60 mmol) of 1N potassium hydroxide solution. After stirring overnight at room temperature, the methanol was removed in vacuo, and the residue was suspended in 800 mL of water. The aqueous layer was extracted three times with diethyl ether and the acidifie...